From a dataset of the Open Reaction Database (ORD), a public repository of structured organic reaction records. describe an organic reaction: reactants, conditions, products, and yield The reactants are CN1C(=O)CCC2(C)C1=CCC1C2CCC2(C)C(C(=O)O)CCC12, COc1ccc(C(C)(C)N)cc1. Product: COc1ccc(C(C)(C)NC(=O)C2CCC3C4CC=C5N(C)C(=O)CCC5(C)C4CCC23C)cc1. RXN SMILES: [CH3:1][N:2]1[C:3]2=[CH:4][CH2:5][CH:6]3[CH:7]4[CH2:8][CH2:9][CH:10]([C:22](=[O:23])[OH:24])[C:11]4([CH3:12])[CH2:13][CH2:14][CH:15]3[C:16]2([CH3:21])[CH2:17][CH2:18][C:19]1=[O:20].[CH3:25][O:26][c:27]1[cH:28][cH:29][c:30]([C:33]([CH3:34])([CH3:35])[NH2:36])[cH:31][cH:32]1>>[CH3:1][N:2]1[C:3]2=[CH:4][CH2:5][CH:6]3[CH:7]4[CH2:8][CH2:9][CH:10]([C:22](=[O:24])[NH:36][C:33]([c:30]5[cH:29][cH:28][c:27]([O:26][CH3:25])[cH:32][cH:31]5)([CH3:34])[CH3:35])[C:11]4([CH3:12])[CH2:13][CH2:14][CH:15]3[C:16]2([CH3:21])[CH2:17][CH2:18][C:19]1=[O:20]. Starting materials: BrC(CC(=O)[O-])CC1=CC=C(C=C1)Cl (3-Bromo-3-(4-chlorobenzyl)propionate), C(CCCC)(=O)OC1=CC=C(C(=S)N)C=C1 (4-valeryloxythio-benzamide), C([O-])([O-])=O.[Na+].[Na+] (sodium carbonate). Run in C(C)(C)O (isopropyl alcohol). The product is ClC1=CC=C(C=C1)C1(N=C(SC1CC(=O)O)C1=CC=C(C=C1)OC(CCCC)=O)O (4-(4-chlorophenyl)-4-hydroxy-2-(4-valeryloxyphenyl)-2-thiazolin-5-acetic acid). As a reaction SMILES: Br[CH:2]([CH2:7][C:8]1[CH:13]=[CH:12][C:11]([Cl:14])=[CH:10][CH:9]=1)[CH2:3][C:4]([O-:6])=[O:5].[C:15]([O:21][C:22]1[CH:30]=[CH:29][C:25]([C:26]([NH2:28])=[S:27])=[CH:24][CH:23]=1)(=[O:20])[CH2:16][CH2:17][CH2:18][CH3:19].C(=O)([O-])[O-:32].[Na+].[Na+]>C(O)(C)C>[Cl:14][C:11]1[CH:12]=[CH:13][C:8]([C:7]2([OH:32])[CH:2]([CH2:3][C:4]([OH:6])=[O:5])[S:27][C:26]([C:25]3[CH:24]=[CH:23][C:22]([O:21][C:15](=[O:20])[CH2:16][CH2:17][CH2:18][CH3:19])=[CH:30][CH:29]=3)=[N:28]2)=[CH:9][CH:10]=1 |f:2.3.4|. Procedure: 3-Bromo-3-(4-chlorobenzyl)propionate acid and an equimolar amount of 4-valeryloxythio-benzamide are stirred in isopropyl alcohol solvent containing sodium carbonate to give 4-(4-chlorophenyl)-4-hydroxy-2-(4-valeryloxyphenyl)-2-thiazolin-5-acetic acid. This compound is dehydrated by heating to give the title compound. The reactants are CC(=O)O, CO, NCc1ccc(N2CC(C(=O)N3CCN(CC(=O)OCc4ccccc4)CC3)OC2=O)cc1, O. Yields the product NCc1ccc(N2CC(C(=O)N3CCN(CC(=O)O)CC3)OC2=O)cc1. RXN SMILES: [CH3:35][C:36](=[O:37])[OH:38].[CH3:39][OH:40].[NH2:1][CH2:2][c:3]1[cH:4][cH:5][c:6]([N:9]2[C:10](=[O:33])[O:11][CH:12]([C:14](=[O:15])[N:16]3[CH2:17][CH2:18][N:19]([CH2:22][C:23](=[O:24])[O:25][CH2:26][c:27]4[cH:28][cH:29][cH:30][cH:31][cH:32]4)[CH2:20][CH2:21]3)[CH2:13]2)[cH:7][cH:8]1.[OH2:34]>>[NH2:1][CH2:2][c:3]1[cH:4][cH:5][c:6]([N:9]2[C:10](=[O:33])[O:11][CH:12]([C:14](=[O:15])[N:16]3[CH2:17][CH2:18][N:19]([CH2:22][C:23](=[O:24])[OH:25])[CH2:20][CH2:21]3)[CH2:13]2)[cH:7][cH:8]1. The reactants are [N+](=O)([O-])C=1C=C(C=C2C=3C=CC=CC3C=3NC(C=4N(C32)C=CN4)=O)C=CC1 (10-(3-nitrobenzylidene)-5H-imidazo[1,2-a]indeno[1,2-e]pyrazin-4-one), O.O.[Sn](Cl)(Cl)(Cl)Cl (tin chloride dihydrate), C([O-])([O-])=O.[Na+].[Na+] (sodium carbonate). Solvent: C(C)O (ethanol). Conditions: time 72 hour. Product: NC=1C=C(C=C2C=3C=CC=CC3C=3NC(C=4N(C32)C=CN4)=O)C=CC1 (10-(3-aminobenzylidene)-5H-imidazo-[1,2-a]indeno[1,2-e]pyrazin-4-one). The yield is 61.1%. As a reaction SMILES: [N+:1]([C:4]1[CH:5]=[C:6]([CH:25]=[CH:26][CH:27]=1)[CH:7]=[C:8]1[C:20]2[N:19]3[CH:21]=[CH:22][N:23]=[C:18]3[C:17](=[O:24])[NH:16][C:15]=2[C:14]2[CH:13]=[CH:12][CH:11]=[CH:10][C:9]1=2)([O-])=O.O.O.[Sn](Cl)(Cl)(Cl)Cl.C(=O)([O-])[O-].[Na+].[Na+]>C(O)C>[NH2:1][C:4]1[CH:5]=[C:6]([CH:25]=[CH:26][CH:27]=1)[CH:7]=[C:8]1[C:20]2[N:19]3[CH:21]=[CH:22][N:23]=[C:18]3[C:17](=[O:24])[NH:16][C:15]=2[C:14]2[CH:13]=[CH:12][CH:11]=[CH:10][C:9]1=2 |f:1.2.3,4.5.6|. Procedure details: To 0.5 g of 10-(3-nitrobenzylidene)-5H-imidazo[1,2-a]indeno[1,2-e]pyrazin-4-one suspended in 15 ml of absolute ethanol are added 1.57 g of tin chloride dihydrate. The reaction medium is refluxed for 6 hours and then left at a temperature in the region of 20° C. for 72 hours. The reaction medium is treated with 30 ml of saturated sodium carbonate solution and the insoluble material is filtered off, washed with water, dried and then taken up in 80 ml of dimethylformamide. The new insoluble materia... Reactants: ClC1=CC(=C(C=C1)B(O)O)C (4-chloro-2-methylphenylboronic acid), COC=1C=C(C(=O)Cl)C=CC1 (3-methoxybenzoyl chloride), C([O-])([O-])=O.[Na+].[Na+] (sodium carbonate). The reagents and catalysts are Cl[Pd]Cl (PdCl2). The solvent is CC(=O)C.O (acetone water). Run at time 8 hour. The product is ClC1=CC(=C(C=C1)C(=O)C1=CC(=CC=C1)OC)C ((4-chloro-2-methylphenyl)(3-methoxyphenyl)methanone). As a reaction SMILES: [CH3:1][O:2][C:3]1[CH:4]=[C:5]([CH:9]=[CH:10][CH:11]=1)[C:6](Cl)=[O:7].[Cl:12][C:13]1[CH:18]=[CH:17][C:16](B(O)O)=[C:15]([CH3:22])[CH:14]=1.C(=O)([O-])[O-].[Na+].[Na+]>CC(C)=O.O.Cl[Pd]Cl>[Cl:12][C:13]1[CH:18]=[CH:17][C:16]([C:6]([C:5]2[CH:9]=[CH:10][CH:11]=[C:3]([O:2][CH3:1])[CH:4]=2)=[O:7])=[C:15]([CH3:22])[CH:14]=1 |f:2.3.4,5.6|. Reported procedure: To a chilled stirred solution of 3-methoxybenzoyl chloride (5.0 g, 29.3 mmole) in acetone/water (3:1) was added 4-chloro-2-methylphenylboronic acid (5.0 g, 29.3 mmole) followed by PdCl2 (0.259 g, 5 mole %) and sodium carbonate (23.87 mL, 47 mmole). The solution was allowed to stir at room temperature overnight. The reaction workup and purification was conducted according to Example 9a, Step 1 producing the title compound (5.8 g, 76%). This ester was of suitable purity to use without further puri...